Task: describe an organic reaction: reactants, conditions, products, and yield. Dataset: the Open Reaction Database (ORD), a public repository of structured organic reaction records Reactants: Cc1ccccc1, CCOP(=O)(OCC)C(N)P(=O)(OCC)OCC, Cc1ccc(S(=O)(=O)O)cc1, O=Cc1ccccn1. The product is CCOP(=O)(OCC)C(NCc1ccccn1)P(=O)(OCC)OCC. Reaction SMILES: [CH3:38][c:39]1[cH:40][cH:41][cH:42][cH:43][cH:44]1.[NH2:9][CH:10]([P:11]([O:12][CH2:13][CH3:14])([O:15][CH2:16][CH3:17])=[O:18])[P:19]([O:20][CH2:21][CH3:22])([O:23][CH2:24][CH3:25])=[O:26].[c:27]1([CH3:28])[cH:29][cH:30][c:31]([S:32]([OH:33])(=[O:34])=[O:35])[cH:36][cH:37]1.[n:1]1[c:2]([CH:7]=[O:8])[cH:3][cH:4][cH:5][cH:6]1>>[n:1]1[c:2]([CH2:7][NH:9][CH:10]([P:11]([O:12][CH2:13][CH3:14])([O:15][CH2:16][CH3:17])=[O:18])[P:19]([O:20][CH2:21][CH3:22])([O:23][CH2:24][CH3:25])=[O:26])[cH:3][cH:4][cH:5][cH:6]1. Reactants: CCOC(=O)N1c2ccc(OC)nc2C(Nc2nc(Cl)cnc2Cc2cc(C(F)(F)F)cc(C(F)(F)F)c2)CC1CC, C1COCCN1, CN1CCN(C)C1=O, CCN(C(C)C)C(C)C. Yields the product CCOC(=O)N1c2ccc(OC)nc2C(Nc2nc(N3CCOCC3)cnc2Cc2cc(C(F)(F)F)cc(C(F)(F)F)c2)CC1CC. As a reaction SMILES: [CH2:1]([CH3:2])[O:3][C:4](=[O:5])[N:6]1[CH:7]([CH2:41][CH3:42])[CH2:8][CH:9]([NH:18][c:19]2[n:20][c:21]([Cl:40])[cH:22][n:23][c:24]2[CH2:25][c:26]2[cH:27][c:28]([C:36]([F:37])([F:38])[F:39])[cH:29][c:30]([C:32]([F:33])([F:34])[F:35])[cH:31]2)[c:10]2[n:11][c:12]([O:16][CH3:17])[cH:13][cH:14][c:15]21.[CH2:52]1[CH2:53][O:54][CH2:55][CH2:56][NH:57]1.[CH3:58][N:59]1[CH2:60][CH2:61][N:62]([CH3:63])[C:64]1=[O:65].[CH:43]([N:44]([CH:45]([CH3:46])[CH3:47])[CH2:48][CH3:49])([CH3:50])[CH3:51]>>[CH2:1]([CH3:2])[O:3][C:4](=[O:5])[N:6]1[CH:7]([CH2:41][CH3:42])[CH2:8][CH:9]([NH:18][c:19]2[n:20][c:21]([N:57]3[CH2:52][CH2:53][O:54][CH2:55][CH2:56]3)[cH:22][n:23][c:24]2[CH2:25][c:26]2[cH:27][c:28]([C:36]([F:37])([F:38])[F:39])[cH:29][c:30]([C:32]([F:33])([F:34])[F:35])[cH:31]2)[c:10]2[n:11][c:12]([O:16][CH3:17])[cH:13][cH:14][c:15]21. Reactants: O=C(O)c1cc(Cl)ccc1Cc1cccc(Cl)c1, Cl, COC(=O)c1ccc(C(C)N)cc1. The product is COC(=O)c1ccc(C(C)NC(=O)c2cc(Cl)ccc2Cc2cccc(Cl)c2)cc1. RXN SMILES: [Cl:1][c:2]1[cH:3][cH:4][c:5]([CH2:11][c:12]2[cH:13][c:14]([Cl:18])[cH:15][cH:16][cH:17]2)[c:6]([C:7](=[O:8])[OH:9])[cH:10]1.[ClH:19].[NH2:20][CH:21]([CH3:22])[c:23]1[cH:24][cH:25][c:26]([C:27](=[O:28])[O:29][CH3:30])[cH:31][cH:32]1>>[Cl:1][c:2]1[cH:3][cH:4][c:5]([CH2:11][c:12]2[cH:13][c:14]([Cl:18])[cH:15][cH:16][cH:17]2)[c:6]([C:7](=[O:9])[NH:20][CH:21]([CH3:22])[c:23]2[cH:24][cH:25][c:26]([C:27](=[O:28])[O:29][CH3:30])[cH:31][cH:32]2)[cH:10]1. The reactants are C1C(=O)OCC(=O)O1 (Glycolide), CC1C(=O)OC(C(=O)O1)C (dl-lactide), C(CCCCCCCCC)O (1-decanol), C1C(=O)OCC(=O)O1 (Glycolide), C1(CCCCCO1)=O (ε-caprolactone), CCCCC(CC)C(=O)[O-].CCCCC(CC)C(=O)[O-].[Sn+2] (stannous octoate). Conditions: temperature 170 celsius, time 30 minute. The product is C1(CCCCCO1)=O.C1C(=O)OCC(=O)O1 (ε-Caprolactone Glycolide). RXN SMILES: [CH2:1]1[O:8][C:6](=[O:7])[CH2:5][O:4][C:2]1=[O:3].[C:9]1(=[O:16])[O:15][CH2:14][CH2:13][CH2:12][CH2:11][CH2:10]1.CCCCC(C([O-])=O)CC.CCCCC(C([O-])=O)CC.[Sn+2].C(O)CCCCCCCCC.CC1OC(=O)C(C)OC1=O>>[C:9]1(=[O:16])[O:15][CH2:14][CH2:13][CH2:12][CH2:11][CH2:10]1.[CH2:1]1[O:8][C:6](=[O:7])[CH2:5][O:4][C:2]1=[O:3] |f:2.3.4,7.8|. Procedure details: Glycolide (0.13 moles) was mixed with ε-caprolactone (1.18) and a catalytic amount of stannous octoate (0.262 mole) and 1-decanol (3.275 mole). The system was heated to 170° C. and was stirred at this temperature for 30 minutes. The reaction was then cooled to 120° C. Glycolide (0.65 moles) and dl-lactide (0.52 moles) were added to the prepolymer. After melting the second charge, the system was heated to 170° C. and was stirred at this temperature for 6.5 hours. At the conclusion of the reaction... Reactants: CN(C)C=O (DMF), COC1=C(C=C(C=C1)[N+](=O)[O-])O (2-methoxy-5-nitrophenol), Cl.ClCCN1CCCC1 (1-(2-chloroethyl)pyrrolidine hydrochloride), C(=O)([O-])[O-].[K+].[K+] (K2CO3). Run in O (H2O). Product: COC1=C(C=C(C=C1)N)OCCN1CCCC1 (4-methoxy-3-(2-(pyrrolidin-1-yl)ethoxy)benzenamine). Yield: 87.0%. As a reaction SMILES: CN(C=O)C.[CH3:6][O:7][C:8]1[CH:13]=[CH:12][C:11]([N+:14]([O-])=O)=[CH:10][C:9]=1[OH:17].Cl.Cl[CH2:20][CH2:21][N:22]1[CH2:26][CH2:25][CH2:24][CH2:23]1.C([O-])([O-])=O.[K+].[K+]>O>[CH3:6][O:7][C:8]1[CH:13]=[CH:12][C:11]([NH2:14])=[CH:10][C:9]=1[O:17][CH2:20][CH2:21][N:22]1[CH2:26][CH2:25][CH2:24][CH2:23]1 |f:2.3,4.5.6|. Procedure: A stirred DMF suspension (5 mL) of 2-methoxy-5-nitrophenol (0.5 g, 2.96 mmol), 1-(2-chloroethyl)pyrrolidine hydrochloride (0.75 g (4.43 mmol) and K2CO3 (1.02 g, 7.4 mmol) was heated at 80° C. for 2 hr. After cooling to RT, the reaction was diluted with 20 mL of H2O and extracted with EtOAc (3×20 mL). The combined EtOAc layers were washed brine and dried over MgSO4. After concentration under vacuum, the resulting residue was chromatographed on silica gel. Gradient elution CH2Cl2 to 10% MeOH/CH2Cl... Starting materials: CN1N=CC(=C1)B1OC(C(O1)(C)C)(C)C (1-Methyl-4-(4,4,5,5-tetramethyl-1,3,2-dioxaborolan-2-yl)-1H-pyrazole), C1(CCCCC1)P(C1CCCCC1)C1CCCCC1 (tricyclohexylphosphine), [O-]P(=O)([O-])[O-].[K+].[K+].[K+] (K3PO4), aqueous solution, C1(CCC1)N1CCN(CCC1)C(=O)N1CC(C1)OC1=CC=C(C=C1)I (1-cyclobutyl-4-{[3-(4-iodophenoxy)azetidin-1-yl]carbonyl}-1,4-diazepane). Reagents/catalysts: C=1C=CC(=CC1)/C=C/C(=O)/C=C/C2=CC=CC=C2.C=1C=CC(=CC1)/C=C/C(=O)/C=C/C2=CC=CC=C2.C=1C=CC(=CC1)/C=C/C(=O)/C=C/C2=CC=CC=C2.[Pd].[Pd] (Pd2(dba)3). The solvent is O1CCOCC1 (dioxane), ClCCl (dichloromethane). Reaction conditions: time 30 minute. Yields the product C1(CCC1)N1CCN(CCC1)C(=O)N1CC(C1)OC1=CC=C(C=C1)C=1C=NN(C1)C (1-cyclobutyl-4-({3-[4-(1-methyl-1H-pyrazol-4-yl)phenoxy]azetidin-1-yl}carbonyl)-1,4-diazepane). Yield: 42.5%. RXN SMILES: [CH3:1][N:2]1[CH:6]=[C:5](B2OC(C)(C)C(C)(C)O2)[CH:4]=[N:3]1.C1(P(C2CCCCC2)C2CCCCC2)CCCCC1.[CH:35]1([N:39]2[CH2:45][CH2:44][CH2:43][N:42]([C:46]([N:48]3[CH2:51][CH:50]([O:52][C:53]4[CH:58]=[CH:57][C:56](I)=[CH:55][CH:54]=4)[CH2:49]3)=[O:47])[CH2:41][CH2:40]2)[CH2:38][CH2:37][CH2:36]1.[O-]P([O-])([O-])=O.[K+].[K+].[K+]>O1CCOCC1.ClCCl.C1C=CC(/C=C/C(/C=C/C2C=CC=CC=2)=O)=CC=1.C1C=CC(/C=C/C(/C=C/C2C=CC=CC=2)=O)=CC=1.C1C=CC(/C=C/C(/C=C/C2C=CC=CC=2)=O)=CC=1.[Pd].[Pd]>[CH:35]1([N:39]2[CH2:45][CH2:44][CH2:43][N:42]([C:46]([N:48]3[CH2:49][CH:50]([O:52][C:53]4[CH:58]=[CH:57][C:56]([C:5]5[CH:4]=[N:3][N:2]([CH3:1])[CH:6]=5)=[CH:55][CH:54]=4)[CH2:51]3)=[O:47])[CH2:41][CH2:40]2)[CH2:38][CH2:37][CH2:36]1 |f:3.4.5.6,9.10.11.12.13|. Procedure: 1-Methyl-4-(4,4,5,5-tetramethyl-1,3,2-dioxaborolan-2-yl)-1H-pyrazole (21 mg, 101 μmol), tricyclohexylphosphine (3.1 mg, 11 μmol) and Pd2(dba)3 (4.2 mg, 5 μmol) were dissolved in dioxane (0.25 ml) under a nitrogen atmosphere. Solid 1-cyclobutyl-4-{[3-(4-iodophenoxy)azetidin-1-yl]carbonyl}-1,4-diazepane (42 mg, 92 μmol) was added followed by K3PO4 (122 μl of a 1.27 M aqueous solution, 156 μmol). The reaction was stirred at room temperature for 30 minutes and then at 110° C. for 16 hours. The react...